This data is from the Open Reaction Database (ORD), a public repository of structured organic reaction records. The task is: describe an organic reaction: reactants, conditions, products, and yield Reactants: NC1=NNC(=N1)SCCSCCCCCC (3-amino-5-[2-(hexylthio)ethylthio]-1,2,4-triazole), C(CCCCC)SCCSCCSC=1N=C2N=C(C=C(N2N1)O)C (2-{2-[2-(hexylthio)ethylthio]ethylthio}-4-hydroxy-6-methyl-1,3,3a,7-tetraazaindene). The product is C(CCCCC)SCCSC=1N=C2N=C(C=C(N2N1)O)C (2-[2-(hexylthio)ethylthio]-4-hydroxy-6-methyl-1,3,3a,7-tetraazaindene). RXN SMILES: [NH2:1][C:2]1[N:6]=[C:5]([S:7][CH2:8][CH2:9][S:10][CH2:11][CH2:12][CH2:13][CH2:14][CH2:15][CH3:16])[NH:4][N:3]=1.C(SCCSCCSC1N=C2N(N=1)[C:36]([OH:39])=[CH:35][C:34]([CH3:40])=N2)CCCCC>>[CH2:11]([S:10][CH2:9][CH2:8][S:7][C:5]1[N:6]=[C:2]2[N:3]([N:4]=1)[C:36]([OH:39])=[CH:35][C:34]([CH3:40])=[N:1]2)[CH2:12][CH2:13][CH2:14][CH2:15][CH3:16]. Procedure: Compound 13 was prepared from Compound 6, using a procedure analogous to that described previously for Compound 20. The crude product was recrystallized from ethyl acetate to give a white solid, m.p. 125.5°-126° C. Analysis: Calculated for C14H22N4OS2 : C, 51.50; H, 6.79; N, 17.16. Found: C, 50.87; H, 6.62; N, 17.04. Reactants: ClC1=NC=2NC(NC(C2N1CC=C)=O)=O (8-chloro-7-(2-propen-1-yl)-3,7-dihydro-1H-purine-2,6-dione), C([O-])([O-])=O.[Na+].[Na+] (sodium carbonate), CS(=O)(=O)OCCC1CC1 (2-cyclopropylethyl methanesulfonate). Run in CN(C=O)C (dimethylformamide). Yields the product ClC1=NC=2N(C(NC(C2N1CC=C)=O)=O)CCC1CC1 (8-chloro-3-(2-cyclopropylethyl)-7-(2-propen-1-yl)-3,7-dihydro-1H-purine-2,6-dione). Yield: 49.1%. Reaction SMILES: [Cl:1][C:2]1[N:10]([CH2:11][CH:12]=[CH2:13])[C:9]2[C:8](=[O:14])[NH:7][C:6](=[O:15])[NH:5][C:4]=2[N:3]=1.C(=O)([O-])[O-].[Na+].[Na+].CS(O[CH2:27][CH2:28][CH:29]1[CH2:31][CH2:30]1)(=O)=O>CN(C)C=O>[Cl:1][C:2]1[N:10]([CH2:11][CH:12]=[CH2:13])[C:9]2[C:8](=[O:14])[NH:7][C:6](=[O:15])[N:5]([CH2:27][CH2:28][CH:29]3[CH2:31][CH2:30]3)[C:4]=2[N:3]=1 |f:1.2.3|. Procedure: 8-chloro-7-(2-propen-1-yl)-3,7-dihydro-1H-purine-2,6-dione (1.5 g, 6.64 mmol), sodium carbonate (844 mg, 7.9 mmol) and 2-cyclopropylethyl methanesulfonate (1.19 g, 7.3 mmol) were stirred in dimethylformamide (25 ml, dry) for two days at 80° C. The reaction mixture was partitioned between ethyl acetate and water. The organic phase was separated and washed with hydrochloric acid (2N), brine, dried (MgSO4) and then evaporated to dryness. The crude product was triturated with ether and the solid col... The reactants are N1=CC=CC=C1 (pyridine), CC=1C=C(C(=O)O)C=CC1[N+](=O)[O-] (3-Methyl-4-nitrobenzoic acid), N1=CC=CC=C1 (pyridine), C(C)(C)(C)O (t-butanol), C1(=CC=CC=C1)S(=O)(=O)Cl (Benzenesulfonyl chloride). Solvent: CCCCCC.C(C)(=O)OCC (hexane ethyl acetate). Product: CC=1C=C(C(=O)OC(C)(C)C)C=CC1[N+](=O)[O-] (t-butyl 3-methyl-4-nitrobenzoate). The yield is 97.0%. Reaction SMILES: [CH3:1][C:2]1[CH:3]=[C:4]([CH:8]=[CH:9][C:10]=1[N+:11]([O-:13])=[O:12])[C:5]([OH:7])=[O:6].N1C=CC=CC=1.C1(S(Cl)(=O)=O)C=CC=CC=1.[C:30](O)([CH3:33])([CH3:32])[CH3:31]>CCCCCC.C(OCC)(=O)C>[CH3:1][C:2]1[CH:3]=[C:4]([CH:8]=[CH:9][C:10]=1[N+:11]([O-:13])=[O:12])[C:5]([O:7][C:30]([CH3:33])([CH3:32])[CH3:31])=[O:6] |f:4.5|. Reported procedure: 3-Methyl-4-nitrobenzoic acid (500 g, 2.76 mol) was added to pyridine (1.25 L) and stirred until it dissolved. Benzenesulfonyl chloride (609 g, 3.45 mol) was added rapidly while maintaining the internal temperature <30° C. with an ice bath. A precipitate formed towards the end of the addition and pyridine (500 mL) was added to improve stirring. The mixture was stirred for 30 min and t-butanol (523 mL) was added dropwise over 30 min at <30° C. The mixture was stirred for 2 h, dissolved in hexane:e... Reported procedure: In close analogy to the procedure described in Example 1, 2,6-dichloroquinoline-3-carboxylic acid is reacted with 4-carboxy-DL-phenylalanine and crude product is separated by flash chromatography on SiO2 to provide the title compound in good yield. Starting materials: ClC1=NC2=CC=C(C=C2C=C1C(=O)O)Cl (2,6-dichloroquinoline-3-carboxylic acid), C(=O)(O)C1=CC=C(CC(N)C(=O)O)C=C1 (4-carboxy-DL-phenylalanine). RXN SMILES: Cl[C:2]1[C:11]([C:12]([OH:14])=[O:13])=[CH:10][C:9]2[C:4](=[CH:5][CH:6]=[C:7]([Cl:15])[CH:8]=2)[N:3]=1.[C:16]([C:19]1[CH:30]=[CH:29][C:22]([CH2:23][CH:24]([C:26]([OH:28])=[O:27])[NH2:25])=[CH:21][CH:20]=1)([OH:18])=[O:17]>>[C:26]([CH:24]([NH:25][C:2]1[C:11]([C:12]([OH:14])=[O:13])=[CH:10][C:9]2[C:4](=[CH:5][CH:6]=[C:7]([Cl:15])[CH:8]=2)[N:3]=1)[CH2:23][C:22]1[CH:29]=[CH:30][C:19]([C:16]([OH:18])=[O:17])=[CH:20][CH:21]=1)([OH:28])=[O:27]. Yields the product C(=O)(O)C(CC1=CC=C(C=C1)C(=O)O)NC1=NC2=CC=C(C=C2C=C1C(=O)O)Cl (2-[1-Carboxy-2-(4-carboxy-phenyl)-ethylamino]-6-chloro-quinoline-3-carboxylic acid).